This data is from the Open Reaction Database (ORD), a public repository of structured organic reaction records. The task is: describe an organic reaction: reactants, conditions, products, and yield Reactants: [BH-](OC(=O)C)(OC(=O)C)OC(=O)C.[Na+] (NaBH(OAc)3), COC(\C=C\C=1C=C2C(CC3(CN(C3)C(=O)OC(C)(C)C)OC2=CC1)=O)=O ((E)-3-[1′-tert-butoxycarbonyl-4-oxo-spiro(chromane-2,3′-azetidine)-6-yl]-acrylic acid methyl ester), C=O (formaldehyde). The product is COC(\C=C\C=1C=C2C(CC3(CN(C3)C)OC2=CC1)=O)=O ((E)-3-[1′-Methyl-4-oxo-spiro(chromane-2,3′-azetidine)-6-yl]-acrylic acid methyl ester), oil. As a reaction SMILES: [CH3:1][O:2][C:3](=[O:27])/[CH:4]=[CH:5]/[C:6]1[CH:7]=[C:8]2[C:23](=[CH:24][CH:25]=1)[O:22][C:11]1([CH2:14][N:13]([C:15](OC(C)(C)C)=O)[CH2:12]1)[CH2:10][C:9]2=[O:26].C=O.[BH-](OC(C)=O)(OC(C)=O)OC(C)=O.[Na+]>>[CH3:1][O:2][C:3](=[O:27])/[CH:4]=[CH:5]/[C:6]1[CH:7]=[C:8]2[C:23](=[CH:24][CH:25]=1)[O:22][C:11]1([CH2:14][N:13]([CH3:15])[CH2:12]1)[CH2:10][C:9]2=[O:26] |f:2.3|. Reported procedure: (E)-3-[1′-Methyl-4-oxo-spiro(chromane-2,3′-azetidine)-6-yl]-acrylic acid methyl ester was synthesized starting from Intermediate 4 (500 mg, 1.62 mmol), according to the procedure for preparation of Example 31, Step A, using aqueous 37% formaldehyde solution (0.088 ml, 3.2 mmol), and NaBH(OAc)3 (515 mg, 2.43 mmol). The product was obtained as pale yellow oil (430 mg). Starting materials: CC(C)C(=O)c1ccccc1, CCCCCCC, O=S(=O)(Cl)Cl. The product is CC(C)(Cl)C(=O)c1ccccc1. RXN SMILES: [C:1]([CH:2]([CH3:3])[CH3:4])(=[O:5])[c:6]1[cH:7][cH:8][cH:9][cH:10][cH:11]1.[CH3:17][CH2:18][CH2:19][CH2:20][CH2:21][CH2:22][CH3:23].[S:12]([Cl:13])(=[O:14])([Cl:15])=[O:16]>>[C:1]([C:2]([CH3:3])([CH3:4])[Cl:15])(=[O:5])[c:6]1[cH:7][cH:8][cH:9][cH:10][cH:11]1. Reactants: [Na] (Sodium), C(C1=CC=CC=C1)SC1=C(CNCC(CNCC2=C(C=CC=C2)SCC2=CC=CC=C2)(CC2=CC=C(C=C2)[N+](=O)[O-])C)C=CC=C1 (N,N'-bis[2-(benzylthio)benzyl]-2-methyl-2-(4-nitrobenzyl)-1.3-propane diamine), N (ammonia). Run in liquid. Yields the product SC1=C(CNCC(CNCC2=C(C=CC=C2)S)(CC2=CC=C(C=C2)[N+](=O)[O-])C)C=CC=C1 (N,N'-bis(2-mercaptobenzyl)-2-methyl-2-(4-nitrobenzyl)-1.3-propane diamine). As a reaction SMILES: [Na].C([S:9][C:10]1[CH:47]=[CH:46][CH:45]=[CH:44][C:11]=1[CH2:12][NH:13][CH2:14][C:15]([CH3:43])([CH2:33][C:34]1[CH:39]=[CH:38][C:37]([N+:40]([O-:42])=[O:41])=[CH:36][CH:35]=1)[CH2:16][NH:17][CH2:18][C:19]1[CH:24]=[CH:23][CH:22]=[CH:21][C:20]=1[S:25]CC1C=CC=CC=1)C1C=CC=CC=1.N>>[SH:9][C:10]1[CH:47]=[CH:46][CH:45]=[CH:44][C:11]=1[CH2:12][NH:13][CH2:14][C:15]([CH3:43])([CH2:33][C:34]1[CH:35]=[CH:36][C:37]([N+:40]([O-:42])=[O:41])=[CH:38][CH:39]=1)[CH2:16][NH:17][CH2:18][C:19]1[CH:24]=[CH:23][CH:22]=[CH:21][C:20]=1[SH:25] |^1:0|. Procedure: Sodium was added to a solution of 1.24 g [70] (2.0 mmol) in 30 ml liquid ammonia until the colour became permanently blue. After thirty minutes the excess sodium was destroyed by adding ammonium chloride. After the ammonia evaporated, the residue was dissolved in water and extracted with chloroform. After drying and removal of the solvent, a white residue was left. The reactants are C([O-])([O-])=O.[K+].[K+] (potassium carbonate), NOS(=O)(=O)C1=C(C=C(C=C1C)C)C (1-aminooxysulfonyl-2,4,6-trimethylbenzene), CC(CN1C(=NC2=C1C=C(C(=C2)F)N2C(NC(=CC2=O)C(F)(F)F)=O)C(F)(F)F)C (3-[1-(2-methylpropyl)-2-trifluoromethyl-5-fluorobenzimidazol-6-yl]-6-trifluoromethyluracil). Solvent: O (water), O1CCCC1 (tetrahydrofuran). Run at time 1 hour. Yields the product NN1C(=O)N(C(=O)C=C1C(F)(F)F)C=1C(=CC2=C(N(C(=N2)C(F)(F)F)CC(C)C)C1)F (1-amino-3-[1-(2-methylpropyl)-2-trifluoromethyl-5-fluorobenzimidazol-6-yl]-6-trifluoromethyluracil). Reaction SMILES: [CH3:1][CH:2]([CH3:30])[CH2:3][N:4]1[C:8]2[CH:9]=[C:10]([N:14]3[C:19](=[O:20])[CH:18]=[C:17]([C:21]([F:24])([F:23])[F:22])[NH:16][C:15]3=[O:25])[C:11]([F:13])=[CH:12][C:7]=2[N:6]=[C:5]1[C:26]([F:29])([F:28])[F:27].C(=O)([O-])[O-].[K+].[K+].[NH2:37]OS(C1C(C)=CC(C)=CC=1C)(=O)=O>O1CCCC1.O>[NH2:37][N:16]1[C:17]([C:21]([F:24])([F:23])[F:22])=[CH:18][C:19](=[O:20])[N:14]([C:10]2[C:11]([F:13])=[CH:12][C:7]3[N:6]=[C:5]([C:26]([F:27])([F:29])[F:28])[N:4]([CH2:3][CH:2]([CH3:30])[CH3:1])[C:8]=3[CH:9]=2)[C:15]1=[O:25] |f:1.2.3|. Procedure: A solution of 1.3 grams (0.003 mole) of 3-[1-(2-methylpropyl)-2-trifluoromethyl-5-fluorobenzimidazol-6-yl]-6-trifluoromethyluracil (prepared as in Example 2, Steps A-H) in 30 mL of tetrahydrofuran is stirred, and 0.5 gram (0.003 mole) of potassium carbonate, then 0.7 gram (0.003 mole) of 1-aminooxysulfonyl-2,4,6-trimethylbenzene are added. Upon completion of the addition, the reaction mixture is stirred for one hour. The reaction mixture is then diluted with water and extracted with three portio... The reactants are CC=1N=NSC1CO (4-methyl-1,2,3-thiadiazol-5-ylmethanol), C([O-])([O-])=O.[K+].[K+] (potassium carbonate), C(C1=CC=CC=C1)Br (benzyl bromide). Run in CC(=O)C (acetone). Conditions: time 10 hour. Yields the product CC=1N=NSC1COCC1=CC=CC=C1 (4-methyl-5-benzyloxymethyl-1,2,3-thiadiazole). Isolated yield 95.2%. Reaction SMILES: [CH3:1][C:2]1[N:3]=[N:4][S:5][C:6]=1[CH2:7][OH:8].C(=O)([O-])[O-].[K+].[K+].[CH2:15](Br)[C:16]1[CH:21]=[CH:20][CH:19]=[CH:18][CH:17]=1>CC(C)=O>[CH3:1][C:2]1[N:3]=[N:4][S:5][C:6]=1[CH2:7][O:8][CH2:15][C:16]1[CH:21]=[CH:20][CH:19]=[CH:18][CH:17]=1 |f:1.2.3|. Reported procedure: In 10 ml of acetone was dissolved 0.40 g (3.1 mmol) of 4-methyl-1,2,3-thiadiazol-5-ylmethanol. After adding 1.6 g (12 mmol) of potassium carbonate and 0.80 g (4.5 mmol) of benzyl bromide, the resulting mixture was stirred for 10 hours with heating under reflux. After the reaction was completed, the insoluble matter was filtered off, the solvent was distilled off from the filtrate under reduced pressure, and the residue was purified by silica gel column chromatography using 3:1 mixture of n-hexan... The reactants are C(CCCCCCC\C=C/C\C=C/CCCCC)C(=O)CCCCCCCC\C=C/C\C=C/CCCCC (dilinoleyl ketone), C(C(CCCO)O)O (1,2,5-pentanetriol), C1(=CC=C(C=C1)S(=O)(=O)[O-])C.[NH+]1=CC=CC=C1 (pyridinium p-toluenesulfonate). The solvent is C1(=CC=CC=C1)C (toluene). Product: C(CCCCCCC\C=C/C\C=C/CCCCC)C1(OCC(O1)CCCO)CCCCCCCC\C=C/C\C=C/CCCCC (2,2-Dilinoleyl-4-(3-hydroxypropyl)-[1,3]-dioxolane). As a reaction SMILES: [CH2:1]([C:19]([CH2:21][CH2:22][CH2:23][CH2:24][CH2:25][CH2:26][CH2:27][CH2:28]/[CH:29]=[CH:30]\[CH2:31]/[CH:32]=[CH:33]\[CH2:34][CH2:35][CH2:36][CH2:37][CH3:38])=[O:20])[CH2:2][CH2:3][CH2:4][CH2:5][CH2:6][CH2:7][CH2:8]/[CH:9]=[CH:10]\[CH2:11]/[CH:12]=[CH:13]\[CH2:14][CH2:15][CH2:16][CH2:17][CH3:18].[CH2:39](O)[CH:40]([OH:45])[CH2:41][CH2:42][CH2:43][OH:44].C1(C)C=CC(S([O-])(=O)=O)=CC=1.[NH+]1C=CC=CC=1>C1(C)C=CC=CC=1>[CH2:1]([C:19]1([CH2:21][CH2:22][CH2:23][CH2:24][CH2:25][CH2:26][CH2:27][CH2:28]/[CH:29]=[CH:30]\[CH2:31]/[CH:32]=[CH:33]\[CH2:34][CH2:35][CH2:36][CH2:37][CH3:38])[O:45][CH:40]([CH2:41][CH2:42][CH2:43][OH:44])[CH2:39][O:20]1)[CH2:2][CH2:3][CH2:4][CH2:5][CH2:6][CH2:7][CH2:8]/[CH:9]=[CH:10]\[CH2:11]/[CH:12]=[CH:13]\[CH2:14][CH2:15][CH2:16][CH2:17][CH3:18] |f:2.3|. Procedure details: A mixture of dilinoleyl ketone (I, previously prepared as described in Example 1, 1.0 g, 2 mmol), 1,2,5-pentanetriol (crude, 0.25 g, 2 mmol) and pyridinium p-toluenesulfonate (100 mg, 0.4 mmol) in 150 mL of toluene was refluxed under nitrogen overnight with a Dean-Stark tube to remove water. The resulting mixture was cooled to room temperature. The organic phase was washed with water (3×40 mL), brine (50 mL), and dried over anhydrous Na2SO4. Evaporation of the solvent gave a yellowish oily resid...